Dataset: the Open Reaction Database (ORD), a public repository of structured organic reaction records. Task: describe an organic reaction: reactants, conditions, products, and yield Reactants: ClC1=C(C=C(C=C1)NC(=O)C=1OC=CC1)C=1OC=2C(=NC=C(C2)C=C)N1 (N-(4-chloro-3-(6-vinyloxazolo[4,5-b]pyridin-2-yl)phenyl)-furan-2-carboxamide). The reagents and catalysts are [Pd] (Pd—C). Solvent: CCOC(=O)C.ClCCl (EtOAc dichloromethane). Conditions: time 30 minute. Yields the product ClC1=C(C=C(C=C1)NC(=O)C=1OC=CC1)C=1OC=2C(=NC=C(C2)CC)N1 (N-(4-chloro-3-(6-ethyloxazolo[4,5-b]pyridin-2-yl)phenyl)furan-2-carboxamide). Reaction SMILES: [Cl:1][C:2]1[CH:7]=[CH:6][C:5]([NH:8][C:9]([C:11]2[O:12][CH:13]=[CH:14][CH:15]=2)=[O:10])=[CH:4][C:3]=1[C:16]1[O:17][C:18]2[C:19]([N:26]=1)=[N:20][CH:21]=[C:22]([CH:24]=[CH2:25])[CH:23]=2>CCOC(C)=O.ClCCl.[Pd]>[Cl:1][C:2]1[CH:7]=[CH:6][C:5]([NH:8][C:9]([C:11]2[O:12][CH:13]=[CH:14][CH:15]=2)=[O:10])=[CH:4][C:3]=1[C:16]1[O:17][C:18]2[C:19]([N:26]=1)=[N:20][CH:21]=[C:22]([CH2:24][CH3:25])[CH:23]=2 |f:1.2|. Reported procedure: N-(4-chloro-3-(6-vinyloxazolo[4,5-b]pyridin-2-yl)phenyl)-furan-2-carboxamide (I-22) was dissolved in EtOAc/dichloromethane (1:1; 12 ml). To the solution, catalytic amount of 5 wt % Pd—C was added. The reaction was stirred under hydrogen atmosphere for 30 minutes. LCMS indicated that the reaction was complete with a formation of new peak of desired mass 368.1 (M+1). The reaction was filtered to remove palladium on carbon and the filterate wasn concentrated under reduced pressure. The crude produc... Reactants: C(C)(C)(C)OC(=O)N1C(CCC1)C=1NC(=CN1)C1=CC=C(C=C1)C1=CC=C(C=C1)C=1NC(=NC1)C1CN(CC1)C(=O)OC(C)(C)C (2-(5-{4′-[2-(1-Boc-pyrrolidin-3-yl)-3H-imidazol-4-yl]-biphenyl-4-yl}-1H-imidazol-2-yl)-pyrrolidine-1-carboxylic acid tert-butyl ester), C(C)(C)(C)OC(=O)N1C(CCC1)C=1NC(=CN1)C1=CC=C(C=C1)B1OC(C(O1)(C)C)(C)C (2-{5-[4-(4,4,5,5-tetramethyl-[1,3,2]dioxaborolan-2-yl)-phenyl]-1H-imidazol-2-yl}-pyrrolidine-1-carboxylic acid tert-butyl ester), C(C)(C)(C)OC(=O)N1CC(CC1)C=1NC(=CN1)C1=CC=C(C=C1)Br (3-[5-(4-bromo-phenyl)-1H-imidazol-2-yl]-pyrrolidine-1-carboxylic acid tert-butyl ester), COC(NC(C(C)C)C(=O)N1C2CCC(C1C=1NC(=CN1)C1=CC=C(C=C1)B1OC(C(O1)(C)C)(C)C)C2)=O ([2-methyl-1-(3-{5-[4-(4,4,5,5-tetramethyl-[1,3,2]dioxaborolan-2-yl)-phenyl]-1H-imidazol-2-yl}-2-aza-bicyclo[2.2.1]heptane-2-carbonyl)-propyl]-carbamic acid methyl ester), COC(NC(C(C)C)C(=O)N1C(CCC1)C=1NC(=CN1)C1=CC=C(C=C1)Br)=O ((1-{2-[5-(4-bromo-phenyl)-1H-imidazol-2-yl]-pyrrolidine-1-carbonyl}-2-methyl-propyl)-carbamic acid methyl ester). Yields the product COC(NC(C(C)C)C(=O)N1C(CCC1)C=1NC(=CN1)C1=CC=C(C=C1)C1=CC=C(C=C1)C=1NC(=NC1)C1N(C2CCC1C2)C(C(C(C)C)NC(=O)OC)=O)=O ((1-{2-[5-(4′-{2-[2-(2-Methoxycarbonylamino-3-methyl-butyryl)-2-aza-bicyclo[2.2.1]hept-3-yl]-3H-imidazol-4-yl}-biphenyl-4-yl)-1H-imidazol-2-yl]-pyrrolidine-1-carbonyl}-2-methyl-propyl)-carbamic acid methyl ester). As a reaction SMILES: C(OC(N1CCCC1C1NC(C2C=CC(C3C=CC(C4NC(C5CCN(C(OC(C)(C)C)=O)C5)=NC=4)=CC=3)=CC=2)=CN=1)=O)(C)(C)C.[CH3:47][O:48][C:49](=[O:84])[NH:50][CH:51]([C:55]([N:57]1[CH:62]([C:63]2[NH:64][C:65]([C:68]3[CH:73]=[CH:72][C:71](B4OC(C)(C)C(C)(C)O4)=[CH:70][CH:69]=3)=[CH:66][N:67]=2)[CH:61]2[CH2:83][CH:58]1[CH2:59][CH2:60]2)=[O:56])[CH:52]([CH3:54])[CH3:53].[CH3:85][O:86][C:87](=[O:112])[NH:88][CH:89]([C:93]([N:95]1[CH2:99][CH2:98][CH2:97][CH:96]1[C:100]1[NH:101][C:102]([C:105]2[CH:110]=[CH:109][C:108](Br)=[CH:107][CH:106]=2)=[CH:103][N:104]=1)=[O:94])[CH:90]([CH3:92])[CH3:91].C(OC(N1CCCC1C1NC(C2C=CC(B3OC(C)(C)C(C)(C)O3)=CC=2)=CN=1)=O)(C)(C)C.C(OC(N1CCC(C2NC(C3C=CC(Br)=CC=3)=CN=2)C1)=O)(C)(C)C>>[CH3:85][O:86][C:87](=[O:112])[NH:88][CH:89]([C:93]([N:95]1[CH2:99][CH2:98][CH2:97][CH:96]1[C:100]1[NH:101][C:102]([C:105]2[CH:110]=[CH:109][C:108]([C:71]3[CH:70]=[CH:69][C:68]([C:65]4[NH:64][C:63]([CH:62]5[CH:61]6[CH2:83][CH:58]([CH2:59][CH2:60]6)[N:57]5[C:55](=[O:56])[CH:51]([NH:50][C:49]([O:48][CH3:47])=[O:84])[CH:52]([CH3:54])[CH3:53])=[N:67][CH:66]=4)=[CH:73][CH:72]=3)=[CH:107][CH:106]=2)=[CH:103][N:104]=1)=[O:94])[CH:90]([CH3:92])[CH3:91]. Procedure details: Following the procedure used to prepare compound 2-(5-{4′-[2-(1-Boc-pyrrolidin-3-yl)-3H-imidazol-4-yl]-biphenyl-4-yl}-1H-imidazol-2-yl)-pyrrolidine-1-carboxylic acid tert-butyl ester, except that [2-methyl-1-(3-{5-[4-(4,4,5,5-tetramethyl-[1,3,2]dioxaborolan-2-yl)-phenyl]-1H-imidazol-2-yl}-2-aza-bicyclo[2.2.1]heptane-2-carbonyl)-propyl]-carbamic acid methyl ester and (1-{2-[5-(4-bromo-phenyl)-1H-imidazol-2-yl]-pyrrolidine-1-carbonyl}-2-methyl-propyl)-carbamic acid methyl ester were used instead o... Reactants: N1CCNCCC1 (1,4-diazacycloheptane), CC1=CC(=O)OC(O1)(C)C (2,2,6-trimethyl-1,3-dioxen-4-one). Solvent: C=1(C(=CC=CC1)C)C (xylene), C=1(C(=CC=CC1)C)C (xylene). Run at temperature 124 celsius. The product is C(CC(=O)C)(=O)N1CCN(CCC1)C(CC(=O)C)=O (N,N′-bis(acetoacetyl)-1,4-diazacycloheptane). The yield is 96.2%. As a reaction SMILES: [NH:1]1[CH2:7][CH2:6][CH2:5][NH:4][CH2:3][CH2:2]1.[CH3:8][C:9]1[O:15]C(C)(C)[O:13][C:11](=O)[CH:10]=1>C1(C)C(C)=CC=CC=1>[C:11]([N:1]1[CH2:7][CH2:6][CH2:5][N:4]([C:11](=[O:13])[CH2:10][C:9]([CH3:8])=[O:15])[CH2:3][CH2:2]1)(=[O:13])[CH2:10][C:9]([CH3:8])=[O:15]. Procedure: To 1,4-diazacycloheptane (81.90 g, 0.819 mol) in xylene (525 ml) at 122° C. was added with stirring 2,2,6-trimethyl-1,3-dioxen-4-one (232.49 g, 1.637 mol) in xylene (525 ml) over 10 minutes, during which the temperature decreased to 99° C. After heating to 124° C. over 5 minutes vigorous effervescence commenced, and after heating to 127° C. over 5 minutes distillation of acetone (through a Vigreux column) also commenced. Pot temperature was increased to 140° C. over a further 30 minutes, with co... As a reaction SMILES: [C:1]([O:2][C:3](=[O:6])[NH:8][CH:9]([CH2:10][CH:11]1[CH2:12][CH2:13][O:14][CH2:15][CH2:16]1)[C:17](=[O:18])[NH:19][CH2:20][C:21](=[O:5])[O:23][CH3:4])([CH3:7])([CH3:22])[CH3:24].[Cl:32][CH2:33][Cl:34].[F:25][C:26]([F:27])([F:28])[C:29]([OH:30])=[O:31]>>[NH:8]1[CH:9]([CH2:10][CH:11]2[CH2:12][CH2:13][O:14][CH2:15][CH2:16]2)[C:17](=[O:18])[NH:19][CH2:20][C:21]1=[O:23]. Yields the product O=C1CNC(=O)C(CC2CCOCC2)N1. Starting materials: COC(=O)CNC(=O)C(CC1CCOCC1)NC(=O)OC(C)(C)C, ClCCl, O=C(O)C(F)(F)F. Starting materials: [OH-].[Na+] (sodium hydroxide), COC(C1=CC=C(C=C1)N1C2=C([C@H](CCC1)N(C=1N=NN(N1)C)CC1=CC(=CC(=C1)C(F)(F)F)C(F)(F)F)C=C(C(=C2)C(F)(F)F)C)=O ((S)-4-{5-[(3,5-bis-trifluoromethyl-benzyl)-(2-methyl-2H-tetrazol-5-yl)-amino]-7-methyl-8-trifluoromethyl-2,3,4,5-tetrahydro-benzo[b]azepin-1-yl}-benzoic acid methyl ester), Cl (hydrochloric acid). Run in CO (methanol). Reaction conditions: temperature 60 celsius. Product: FC(C=1C=C(CN([C@@H]2C3=C(N(CCC2)C2=CC=C(C(=O)O)C=C2)C=C(C(=C3)C)C(F)(F)F)C=3N=NN(N3)C)C=C(C1)C(F)(F)F)(F)F ((S)-4-{5-[(3,5-Bis-trifluoromethyl-benzyl)-(2-methyl-2H-tetrazol-5-yl)-amino]-7-methyl-8-trifluoromethyl-2,3,4,5-tetrahydro-benzo[b]azepin-1-yl}-benzoic acid). Isolated yield 51.3%. Reaction SMILES: [OH-].[Na+].C[O:4][C:5](=[O:50])[C:6]1[CH:11]=[CH:10][C:9]([N:12]2[CH2:18][CH2:17][CH2:16][C@H:15]([N:19]([CH2:26][C:27]3[CH:32]=[C:31]([C:33]([F:36])([F:35])[F:34])[CH:30]=[C:29]([C:37]([F:40])([F:39])[F:38])[CH:28]=3)[C:20]3[N:21]=[N:22][N:23]([CH3:25])[N:24]=3)[C:14]3[CH:41]=[C:42]([CH3:49])[C:43]([C:45]([F:48])([F:47])[F:46])=[CH:44][C:13]2=3)=[CH:8][CH:7]=1.Cl>CO>[F:35][C:33]([F:34])([F:36])[C:31]1[CH:32]=[C:27]([CH:28]=[C:29]([C:37]([F:40])([F:38])[F:39])[CH:30]=1)[CH2:26][N:19]([C:20]1[N:21]=[N:22][N:23]([CH3:25])[N:24]=1)[C@H:15]1[CH2:16][CH2:17][CH2:18][N:12]([C:9]2[CH:8]=[CH:7][C:6]([C:5]([OH:50])=[O:4])=[CH:11][CH:10]=2)[C:13]2[CH:44]=[C:43]([C:45]([F:46])([F:47])[F:48])[C:42]([CH3:49])=[CH:41][C:14]1=2 |f:0.1|. Procedure: Add 5 N sodium hydroxide solution (0.5 mL) to a solution of (S)-4-{5-[(3,5-bis-trifluoromethyl-benzyl)-(2-methyl-2H-tetrazol-5-yl)-amino]-7-methyl-8-trifluoromethyl-2,3,4,5-tetrahydro-benzo[b]azepin-1-yl}-benzoic acid methyl ester (40 mg, 0.058 mmol) in methanol (1 mL) and heat at 60° C. for 4 h. After the reaction cools to room temperature, acidify to pH 4 with 2 N hydrochloric acid solution and extract the aqueous mixture with ethyl acetate (3×10 mL). Wash the organic layer with water and brin... Starting materials: NC1=CC=C(C=C1)S(=O)(=O)NC1=NC(=NC(=C1)Cl)N(C)C (4-amino-N-(6-chloro-2-dimethylamino-pyrimidin-4-yl)-benzenesulfonamide), C(C)N (ethylamine). The solvent is C(C)O (ethanol), C(C)O (ethanol). Run at temperature 130 celsius, time 4 hour. Yields the product NC1=CC=C(C=C1)S(=O)(=O)NC1=NC(=NC(=C1)NCC)N(C)C (4-amino-N-(2-dimethylamino-6-ethylamino-pyrimidin-4-yl)-benzenesulfonamide). Isolated yield 40.0%. As a reaction SMILES: [NH2:1][C:2]1[CH:7]=[CH:6][C:5]([S:8]([NH:11][C:12]2[CH:17]=[C:16](Cl)[N:15]=[C:14]([N:19]([CH3:21])[CH3:20])[N:13]=2)(=[O:10])=[O:9])=[CH:4][CH:3]=1.[CH2:22]([NH2:24])[CH3:23]>C(O)C>[NH2:1][C:2]1[CH:7]=[CH:6][C:5]([S:8]([NH:11][C:12]2[CH:17]=[C:16]([NH:24][CH2:22][CH3:23])[N:15]=[C:14]([N:19]([CH3:21])[CH3:20])[N:13]=2)(=[O:10])=[O:9])=[CH:4][CH:3]=1. Procedure: 0.2 g (0.00061 mol) of 4-amino-N-(6-chloro-2-dimethylamino-pyrimidin-4-yl)-benzenesulfonamide were dissolved in 20 ml of ethanol, treated with 4.2 ml (0.061 mol) of ethylamine and stirred in an autoclave at 130° C. for 4 hours. The reaction mixture was freed from solvent, the residue was suspended in 5 ml of ethanol and treated in an ultrasound bath for 15 minutes. The precipitate was filtered off, dissolved in 10 ml of 0.1N NaOH and filtered. The filtrate was adjusted to pH 6 with 0.1N HCl. The... The reactants are Cl.CS(=O)(=O)C1=C(CN)C=CC=C1 (2-Methanesulfonyl-benzylamine hydrochloride), C(C)(C)N(CC)C(C)C (diisopropylethylamine), C(C)(C)(C)OC(NC1CCC(CC1)CNC1=NC(=NC=C1[N+](=O)[O-])Cl)=O ({4-[(2-Chloro-5-nitro-pyrimidin-4-ylamino)-methyl]-cyclohexyl}-carbamic acid tert-butyl ester). The solvent is CN(C)C=O (DMF). Conditions: time 24 hour. Product: C(C)(C)(C)OC(NC1CCC(CC1)CNC1=NC(=NC=C1[N+](=O)[O-])NCC1=C(C=CC=C1)S(=O)(=O)C)=O ((4-{[2-(2-methanesulfonyl-benzylamino)-5-nitro-pyrimidin-4-ylamino]-methyl}-cyclohexyl)-carbamic acid tert-butyl ester). Yield: 69.1%. RXN SMILES: [C:1]([O:5][C:6](=[O:26])[NH:7][CH:8]1[CH2:13][CH2:12][CH:11]([CH2:14][NH:15][C:16]2[C:21]([N+:22]([O-:24])=[O:23])=[CH:20][N:19]=[C:18](Cl)[N:17]=2)[CH2:10][CH2:9]1)([CH3:4])([CH3:3])[CH3:2].Cl.[CH3:28][S:29]([C:32]1[CH:39]=[CH:38][CH:37]=[CH:36][C:33]=1[CH2:34][NH2:35])(=[O:31])=[O:30].C(N(C(C)C)CC)(C)C>CN(C=O)C>[C:1]([O:5][C:6](=[O:26])[NH:7][CH:8]1[CH2:13][CH2:12][CH:11]([CH2:14][NH:15][C:16]2[C:21]([N+:22]([O-:24])=[O:23])=[CH:20][N:19]=[C:18]([NH:35][CH2:34][C:33]3[CH:36]=[CH:37][CH:38]=[CH:39][C:32]=3[S:29]([CH3:28])(=[O:31])=[O:30])[N:17]=2)[CH2:10][CH2:9]1)([CH3:4])([CH3:3])[CH3:2] |f:1.2|. Procedure: {4-[(2-Chloro-5-nitro-pyrimidin-4-ylamino)-methyl]-cyclohexyl}-carbamic acid tert-butyl ester (100 mg, 0.26 mmol) was dissolved in DMF (3 mL). 2-Methanesulfonyl-benzylamine hydrochloride (115 mg, 0.52 mmol) and diisopropylethylamine (0.14 mL, 0.78 mmol) were added sequentially. After 24 h, the reaction was partitioned between water (10 mL) and DCM (10 mL). The organic layer was washed with 5% AcOH (aq), saturated Na2CO3 and water, dried over MgSO4, filtered and concentrated. Chromatography (sili...